From a dataset of the Open Reaction Database (ORD), a public repository of structured organic reaction records. describe an organic reaction: reactants, conditions, products, and yield The reactants are C(C)(C)NC(=O)C1=NC(=CC(=C1)OC)Br (N-(i-propyl)-6-bromo-4-methoxy-2-pyridine carboxamide), [H-].[Na+] (NaH), FC(SC=1C=C(C=CC1)O)(F)F (3-(trifluoromethylthio) phenol). The reagents and catalysts are [Cu](Cl)Cl (copper chloride). Run in C(C)(=O)OCC (ethyl acetate), CN(C)C=O (DMF). Conditions: temperature 110 celsius, time 6 hour. Product: C(C)(C)NC(=O)C1=NC(=CC(=C1)OC)OC1=CC(=CC=C1)SC(F)(F)F (N-(i-propyl)-4-methoxy-6-{3-(trifluoromethylmercapto)phenoxy}-2-pyridine carboxamide). As a reaction SMILES: [F:1][C:2]([F:12])([F:11])[S:3][C:4]1[CH:5]=[C:6]([OH:10])[CH:7]=[CH:8][CH:9]=1.[H-].[Na+].[CH:15]([NH:18][C:19]([C:21]1[CH:26]=[C:25]([O:27][CH3:28])[CH:24]=[C:23](Br)[N:22]=1)=[O:20])([CH3:17])[CH3:16]>CN(C=O)C.C(OCC)(=O)C.[Cu](Cl)Cl>[CH:15]([NH:18][C:19]([C:21]1[CH:26]=[C:25]([O:27][CH3:28])[CH:24]=[C:23]([O:10][C:6]2[CH:7]=[CH:8][CH:9]=[C:4]([S:3][C:2]([F:11])([F:1])[F:12])[CH:5]=2)[N:22]=1)=[O:20])([CH3:17])[CH3:16] |f:1.2|. Reported procedure: 1.25 g (0.0029×2.2 mol) of 3-(trifluoromethylthio) phenol was dissolved in about 10 ml of DMF. The obtained solution was further mixed with 0.23 g (ca. 60% in mineral oil; 0.0029×2.0 mol) of NaH and then with 0.80 g (0.0029 mol) of N-(i-propyl)-6-bromo-4-methoxy-2-pyridine carboxamide. After adding 0.15 g (0.0029×0.5 mol) of copper chloride (I), the obtained solution was stirred at about 110° C. for about 6 hours, and then allowed to stand for cooling to room temperature. After the reaction solu... Reactants: O=C([O-])[O-], CN(C)C=O, CI, CC(=O)O, [K+], [K+], Nc1nc(N)c2c(ccc3[nH]ccc32)n1. The product is Cn1ccc2c3c(N)nc(N)nc3ccc21. RXN SMILES: [C:23](=[O:24])([O-:25])[O-:26].[CH3:16][N:17]([CH3:18])[CH:19]=[O:20].[CH3:21][I:22].[CH3:29][C:30](=[O:31])[OH:32].[K+:27].[K+:28].[c:1]1([NH2:15])[n:2][c:3]([NH2:14])[n:4][c:5]2[cH:6][cH:7][c:8]3[c:9]([c:10]12)[cH:11][cH:12][nH:13]3>>[c:1]1([NH2:15])[n:2][c:3]([NH2:14])[n:4][c:5]2[cH:6][cH:7][c:8]3[c:9]([c:10]12)[cH:11][cH:12][n:13]3[CH3:16].